Dataset: the Open Reaction Database (ORD), a public repository of structured organic reaction records. Task: describe an organic reaction: reactants, conditions, products, and yield Reactants: OC1=C(C(=O)O)C=CC=C1[N+](=O)[O-] (2-Hydroxy-3-nitrobenzoic acid), [N+](=O)([O-])C1=C(C(C(=O)N)=CC=C1)O (3-nitrosalicylamide), [S] (sulfur), acid chloride, S(=O)(Cl)Cl (thionyl chloride). Reagents/catalysts: CN(C1=CC=NC=C1)C (4-dimethylaminopyridine), [Pd] (Pd), [Ni] (Ni). Solvent: C(C)N(CC)CC (triethylamine). Yields the product NC1=C(C(C(=O)N)=CC=C1)O (3-aminosalicylamide). As a reaction SMILES: OC1C([N+]([O-])=O)=CC=CC=1C(O)=O.S(Cl)(Cl)=O.[N+:18]([C:21]1[CH:29]=[CH:28][CH:27]=[C:23]([C:24]([NH2:26])=[O:25])[C:22]=1[OH:30])([O-])=O.[S]>CN(C)C1C=CN=CC=1.[Ni].[Pd].C(N(CC)CC)C>[NH2:18][C:21]1[CH:29]=[CH:28][CH:27]=[C:23]([C:24]([NH2:26])=[O:25])[C:22]=1[OH:30] |^3:30|. Procedure: A preferred synthesis of the desired product acylated aminosalicylamides (Formula I) is shown in the following Scheme 1. 2-Hydroxy-3-nitrobenzoic acid 1 was converted to the acid chloride 2 with excess thionyl chloride. After removal of the excess thionyl chloride, the crude acid chloride 2 was reacted with the desired cyclic amine 3 in dichloromethane solution containing triethylamine as an acid scavenger and 4-dimethylaminopyridine (DMAP) as a catalyst. Crude 3-nitrosalicylamide 4 could be iso... Starting materials: CCO, O=C(OO)c1cccc(Cl)c1, CC1OC(n2cnc3c(SN)nc(N)nc32)C(O)C1O. Yields the product CC1OC(n2cnc3c(S(N)=O)nc(N)nc32)C(O)C1O. As a reaction SMILES: [CH3:32][CH2:33][OH:34].[Cl:1][c:2]1[cH:3][c:4]([C:9](=[O:6])[O:10][OH:11])[cH:5][cH:7][cH:8]1.[NH2:12][c:13]1[n:14][c:15]([S:30][NH2:31])[c:16]2[n:17][cH:18][n:19]([CH:22]3[CH:23]([OH:24])[CH:25]([OH:26])[CH:27]([CH3:29])[O:28]3)[c:20]2[n:21]1>>[O:6]=[S:30]([c:15]1[n:14][c:13]([NH2:12])[n:21][c:20]2[c:16]1[n:17][cH:18][n:19]2[CH:22]1[CH:23]([OH:24])[CH:25]([OH:26])[CH:27]([CH3:29])[O:28]1)[NH2:31]. Reactants: O (water), ice, C(C)NC(NC=1SC2=C(N1)C=C(C=C2C2=NC=CC=C2)C=2C=C(N=NC2)N2CCC(CC2)(C(=O)OCC)C)=O (ethyl 1-(5-(2-(3-ethylureido)-7-(pyridin-2-yl)benzo[d]thiazol-5-yl)pyridazin-3-yl)-4-methylpiperidine-4-carboxylate), CC(C)([O-])C.[K+] (potassium tert-butoxide). The solvent is CS(=O)C (DMSO). Reaction conditions: time 2 hour. Yields the product C(C)NC(NC=1SC2=C(N1)C=C(C=C2C2=NC=CC=C2)C=2C=C(N=NC2)N2CCC(CC2)(C(=O)O)C)=O (1-(5-(2-(3-Ethylureido)-7-(pyridin-2-yl)benzothiazol-5-yl)pyridazin-3-yl)-4-methylpiperidine-4-carboxylic acid). The yield is 52.5%. Reaction SMILES: [CH2:1]([NH:3][C:4](=[O:39])[NH:5][C:6]1[S:7][C:8]2[C:14]([C:15]3[CH:20]=[CH:19][CH:18]=[CH:17][N:16]=3)=[CH:13][C:12]([C:21]3[CH:22]=[C:23]([N:27]4[CH2:32][CH2:31][C:30]([CH3:38])([C:33]([O:35]CC)=[O:34])[CH2:29][CH2:28]4)[N:24]=[N:25][CH:26]=3)=[CH:11][C:9]=2[N:10]=1)[CH3:2].CC(C)([O-])C.[K+].O>CS(C)=O>[CH2:1]([NH:3][C:4](=[O:39])[NH:5][C:6]1[S:7][C:8]2[C:14]([C:15]3[CH:20]=[CH:19][CH:18]=[CH:17][N:16]=3)=[CH:13][C:12]([C:21]3[CH:22]=[C:23]([N:27]4[CH2:32][CH2:31][C:30]([CH3:38])([C:33]([OH:35])=[O:34])[CH2:29][CH2:28]4)[N:24]=[N:25][CH:26]=3)=[CH:11][C:9]=2[N:10]=1)[CH3:2] |f:1.2|. Reported procedure: To an ice-cold solution of ethyl 1-(5-(2-(3-ethylureido)-7-(pyridin-2-yl)benzo[d]thiazol-5-yl)pyridazin-3-yl)-4-methylpiperidine-4-carboxylate (0.05 g, 0.092 mmol) in DMSO (2 mL) was added potassium tert-butoxide (0.051 g, 0.45 mmol) and the mixture stirred at rt for 2 h. After completion of reaction (by TLC), water (10 mL) was added followed by extraction with EtOAc (3×50 mL) and the organic layer discarded. The pH of the aqueous layer was adjusted up to 4-5, extracted with EtOAc (3×50 mL) and ... The reactants are O=C1CCC1, CC(=O)O[BH-](OC(C)=O)OC(C)=O, CS(=O)(=O)c1ccc(-n2cc3c(n2)CCNCC3)cc1, CC(=O)O, CO, ClCCl, [Na+]. Product: CS(=O)(=O)c1ccc(-n2cc3c(n2)CCN(C2CCC2)CC3)cc1. As a reaction SMILES: [C:21]1(=[O:25])[CH2:22][CH2:23][CH2:24]1.[C:30]([O:31][BH-:32]([O:33][C:34](=[O:35])[CH3:36])[O:37][C:38](=[O:39])[CH3:40])(=[O:41])[CH3:42].[CH3:1][S:2](=[O:3])(=[O:4])[c:5]1[cH:6][cH:7][c:8](-[n:11]2[n:12][c:13]3[c:19]([cH:20]2)[CH2:18][CH2:17][NH:16][CH2:15][CH2:14]3)[cH:9][cH:10]1.[CH3:26][C:27](=[O:28])[OH:29].[CH3:47][OH:48].[Cl:44][CH2:45][Cl:46].[Na+:43]>>[CH3:1][S:2](=[O:3])(=[O:4])[c:5]1[cH:6][cH:7][c:8](-[n:11]2[n:12][c:13]3[c:19]([cH:20]2)[CH2:18][CH2:17][N:16]([CH:21]2[CH2:22][CH2:23][CH2:24]2)[CH2:15][CH2:14]3)[cH:9][cH:10]1. The reactants are C(C1=CC=CC=C1)OC=1C=C2C(=NC=NC2=CC1OCC1=CC=CC=C1)N1CCC(CC1)N1C(N(C2=CC=C(C=C2C1=O)C)C)=O (3-[1-(6,7-Dibenzyloxy-4-quinazolinyl)-4-piperidinyl]-1,2,3,4-tetrahydro-1,6-dimethyl-2,4-dioxoquinazoline), CN(C)C=O (DMF). Solvent: C(C)O (ethanol). Yields the product OC=1C=C2C(=NC=NC2=CC1O)N1CCC(CC1)N1C(N(C2=CC=C(C=C2C1=O)C)C)=O (3-[1-(6,7-Dihydroxy-4-quinazolinyl)-4-piperidinyl]-1,2,3,4-tetrahydro-1,6-dimethyl-2,4-dioxoquinazoline). Isolated yield 68.9%. As a reaction SMILES: C([O:8][C:9]1[CH:10]=[C:11]2[C:16](=[CH:17][C:18]=1[O:19]CC1C=CC=CC=1)[N:15]=[CH:14][N:13]=[C:12]2[N:27]1[CH2:32][CH2:31][CH:30]([N:33]2[C:42](=[O:43])[C:41]3[C:36](=[CH:37][CH:38]=[C:39]([CH3:44])[CH:40]=3)[N:35]([CH3:45])[C:34]2=[O:46])[CH2:29][CH2:28]1)C1C=CC=CC=1.CN(C=O)C>C(O)C>[OH:8][C:9]1[CH:10]=[C:11]2[C:16](=[CH:17][C:18]=1[OH:19])[N:15]=[CH:14][N:13]=[C:12]2[N:27]1[CH2:32][CH2:31][CH:30]([N:33]2[C:42](=[O:43])[C:41]3[C:36](=[CH:37][CH:38]=[C:39]([CH3:44])[CH:40]=3)[N:35]([CH3:45])[C:34]2=[O:46])[CH2:29][CH2:28]1. Procedure: The procedure similar to that described in Example 79 was repeated, except that 200.0 mg (0.33 mmol) of Compound 88 obtained in Example 67 was used in place of Compound 87 and DMF was used as a reaction solvent in place of ethanol. As a result, 98.5 mg (yield: 70%) of Compound 97 was obtained as white crystals. Yields the product FCC(CC=O)(CC)CF (3,3-bis(fluoromethyl)pentanal). Reaction conditions: time 15 hour. RXN SMILES: [F:1][CH2:2][C:3]([CH2:9][F:10])([CH2:7][CH3:8])[CH2:4][CH:5]=C.O.I([O-])(=O)(=O)=[O:13].[K+]>CC(C)=O.C(OCC)C.[Os](=O)(=O)(=O)=O>[F:1][CH2:2][C:3]([CH2:9][F:10])([CH2:7][CH3:8])[CH2:4][CH:5]=[O:13] |f:2.3|. Run in CC(=O)C (acetone), C(C)OCC (diethyl ether). Reactants: FCC(CC=C)(CC)CF (4,4-bis(fluoromethyl)hex-1-ene), O (water), I(=O)(=O)(=O)[O-].[K+] (potassium periodate). The reagents and catalysts are [Os](=O)(=O)(=O)=O (osmium tetroxide). Procedure: To a stirred solution of 4,4-bis(fluoromethyl)hex-1-ene (9.1 g, 62 mmol) in acetone (360 mL)/water (120 mL) at rt was added osmium tetroxide (155 mg, 0.62 mmol) and potassium periodate (29.7 g; 129 mmol) (the latter in portions). After stirring for 15 h, the reaction mixture was diluted with diethyl ether (180 mL). The organic layer was separated, and the aqueous layer was extracted with diethyl ether (3×180 mL). The extracts were washed with saturated sodium thiosulfate (250 mL) and brine (250 ...